Dataset: the Open Reaction Database (ORD), a public repository of structured organic reaction records. Task: describe an organic reaction: reactants, conditions, products, and yield Starting materials: CC1(C)CC(=O)c2ccc(OS(=O)(=O)C(F)(F)F)cc21, COCCOC, OB(O)c1ccc(Cl)cc1, [Na+], [Na+], O=C([O-])[O-], O, c1ccc(P(c2ccccc2)(c2ccccc2)[Pd](P(c2ccccc2)(c2ccccc2)c2ccccc2)(P(c2ccccc2)(c2ccccc2)c2ccccc2)P(c2ccccc2)(c2ccccc2)c2ccccc2)cc1. Product: CC1(C)CC(=O)c2ccc(-c3ccc(Cl)cc3)cc21. Reaction SMILES: [CH3:1][C:2]1([CH3:20])[CH2:3][C:4](=[O:19])[c:5]2[cH:6][cH:7][c:8]([O:11][S:12]([C:13]([F:14])([F:15])[F:16])(=[O:17])=[O:18])[cH:9][c:10]21.[CH3:37][O:38][CH2:39][CH2:40][O:41][CH3:42].[Cl:21][c:22]1[cH:23][cH:24][c:25]([B:28]([OH:29])[OH:30])[cH:26][cH:27]1.[Na+:31].[Na+:32].[O-:33][C:34](=[O:35])[O-:36].[OH2:43].[cH:44]1[cH:45][cH:46][c:47]([P:48]([Pd:49]([P:50]([c:51]2[cH:52][cH:53][cH:54][cH:55][cH:56]2)([c:57]2[cH:58][cH:59][cH:60][cH:61][cH:62]2)[c:63]2[cH:64][cH:65][cH:66][cH:67][cH:68]2)([P:69]([c:70]2[cH:71][cH:72][cH:73][cH:74][cH:75]2)([c:76]2[cH:77][cH:78][cH:79][cH:80][cH:81]2)[c:82]2[cH:83][cH:84][cH:85][cH:86][cH:87]2)[P:88]([c:89]2[cH:90][cH:91][cH:92][cH:93][cH:94]2)([c:95]2[cH:96][cH:97][cH:98][cH:99][cH:100]2)[c:101]2[cH:102][cH:103][cH:104][cH:105][cH:106]2)([c:107]2[cH:108][cH:109][cH:110][cH:111][cH:112]2)[c:113]2[cH:114][cH:115][cH:116][cH:117][cH:118]2)[cH:119][cH:120]1>>[CH3:1][C:2]1([CH3:20])[CH2:3][C:4](=[O:19])[c:5]2[cH:6][cH:7][c:8](-[c:25]3[cH:24][cH:23][c:22]([Cl:21])[cH:27][cH:26]3)[cH:9][c:10]21.